This data is from the Open Reaction Database (ORD), a public repository of structured organic reaction records. The task is: describe an organic reaction: reactants, conditions, products, and yield Yields the product [Cl-], Cl, N=C(N)NCC1CCC(C(=O)O)CC1. RXN SMILES: [ClH:1].[NH:2]([C:3](=[NH:4])[NH2:5])[CH2:6][CH:7]1[CH2:8][CH2:9][CH:10]([C:13](=[O:14])[OH:15])[CH2:11][CH2:12]1.[S:16]([Cl:17])([Cl:18])=[O:19]>>[Cl-:1].[ClH:18].[NH:2]([C:3](=[NH:4])[NH2:5])[CH2:6][CH:7]1[CH2:8][CH2:9][CH:10]([C:13](=[O:14])[OH:15])[CH2:11][CH2:12]1. The reactants are Cl, N=C(N)NCC1CCC(C(=O)O)CC1, O=S(Cl)Cl. Starting materials: C(C1=CC=CC=C1)N([C@@H]1CC[C@H](CC1)C1=CC=C(C(=O)O)C=C1)C[C@@H](COC1=CC(=C(C=C1)OCC1=CC=CC=C1)NS(=O)(=O)C)O (trans-4-{4-[benzyl((2S)-3-{4-(benzyloxy)-3-[(methylsulfonyl)amino]phenoxy}-2-hydroxypropyl)amino]cyclohexyl}benzoic acid), ON1N=NC2=C1C=CC=C2 (1-hydroxybenzotriazole), C(C)N=C=NCCCN(C)C (1-ethyl-3-(3-dimethylaminopropyl)carbodiimide), C(C1=CC=CC=C1)C1CCNCC1 (4-benzylpiperidine). Solvent: ClCCl (dichloromethane), C(C)#N (acetonitrile), C(C)N(CC)CC (triethylamine). Run at time 24 hour. Product: C(C1=CC=CC=C1)N(C[C@@H](COC=1C=CC(=C(C1)NS(=O)(=O)C)OCC1=CC=CC=C1)O)C1CCC(CC1)C1=CC=C(C=C1)C(=O)N1CCC(CC1)CC1=CC=CC=C1 (N-[5-({(2S)-3-[benzyl(4-{4-[(4-benzylpiperidin-1-yl)carbonyl]phenyl}-cyclohexyl)amino]-2-hydroxypropyl}oxy)-2-(benzyloxy)phenyl]methanesulfonamide), solid. Yield: 57.0%. Reaction SMILES: [CH2:1]([N:8]([CH2:24][C@H:25]([OH:47])[CH2:26][O:27][C:28]1[CH:33]=[CH:32][C:31]([O:34][CH2:35][C:36]2[CH:41]=[CH:40][CH:39]=[CH:38][CH:37]=2)=[C:30]([NH:42][S:43]([CH3:46])(=[O:45])=[O:44])[CH:29]=1)[C@H:9]1[CH2:14][CH2:13][C@H:12]([C:15]2[CH:23]=[CH:22][C:18]([C:19](O)=[O:20])=[CH:17][CH:16]=2)[CH2:11][CH2:10]1)[C:2]1[CH:7]=[CH:6][CH:5]=[CH:4][CH:3]=1.ON1C2C=CC=CC=2N=N1.C(N=C=NCCCN(C)C)C.[CH2:69]([CH:76]1[CH2:81][CH2:80][NH:79][CH2:78][CH2:77]1)[C:70]1[CH:75]=[CH:74][CH:73]=[CH:72][CH:71]=1>ClCCl.C(#N)C.C(N(CC)CC)C>[CH2:1]([N:8]([CH:9]1[CH2:10][CH2:11][CH:12]([C:15]2[CH:16]=[CH:17][C:18]([C:19]([N:79]3[CH2:80][CH2:81][CH:76]([CH2:69][C:70]4[CH:75]=[CH:74][CH:73]=[CH:72][CH:71]=4)[CH2:77][CH2:78]3)=[O:20])=[CH:22][CH:23]=2)[CH2:13][CH2:14]1)[CH2:24][C@H:25]([OH:47])[CH2:26][O:27][C:28]1[CH:33]=[CH:32][C:31]([O:34][CH2:35][C:36]2[CH:37]=[CH:38][CH:39]=[CH:40][CH:41]=2)=[C:30]([NH:42][S:43]([CH3:46])(=[O:44])=[O:45])[CH:29]=1)[C:2]1[CH:7]=[CH:6][CH:5]=[CH:4][CH:3]=1. Procedure details: A solution of 2 g (2.88 mmol) of trans-4-{4-[benzyl((2S)-3-{4-(benzyloxy)-3-[(methylsulfonyl)amino]phenoxy}-2-hydroxypropyl)amino]cyclohexyl}benzoic acid (Preparation 1), 0.78 g (5.76 mmol) of 1-hydroxybenzotriazole, 1.1 g (5.76 mmol) of 1-ethyl-3-(3-dimethylaminopropyl)carbodiimide, 1.2 ml of triethylamine and 1.01 ml (5.76 mmol) of 4-benzylpiperidine in a mixture of 26 ml of dichloromethane and 5 ml of acetonitrile is stirred for 24 hours. The solvents are evaporated under reduced pressure. Di... Starting materials: OC1CCNCC1 (4-Hydroxypiperidine), C(=O)([O-])[O-].[K+].[K+] (K2CO3), BrC(C)C (2-bromopropane). Solvent: CO (MeOH). The product is C(C)(C)N1CCC(CC1)O (1-isopropyl-4-hydroxypiperidine). The yield is 79.7%. As a reaction SMILES: [OH:1][CH:2]1[CH2:7][CH2:6][NH:5][CH2:4][CH2:3]1.C([O-])([O-])=O.[K+].[K+].Br[CH:15]([CH3:17])[CH3:16]>CO>[CH:15]([N:5]1[CH2:6][CH2:7][CH:2]([OH:1])[CH2:3][CH2:4]1)([CH3:17])[CH3:16] |f:1.2.3|. Reported procedure: 4-Hydroxypiperidine (2.13 g, 21.1 mmol), K2CO3 (5.83 g, 2 eq.), 2-bromopropane (11.2 g, 91 mmol, 4.3 eq.) and MeOH (21.3 ml) were refluxed together overnight. The reaction was allowed to cool to room temperature and quenched with 2M HCl solution (40 ml) and extracted with TBME (40 ml). The aqueous phase was basified to pH 14 with 2M NaOH solution and extracted with DCM (9×50 ml). The combined organic extracts were dried over MgSO4, filtered, washed with DCM and concentrated in vacuo to give 1-is... Reactants: FC1=CC=C(C=C1)[N+](=O)[O-] (1-fluoro-4-nitrobenzene), C(=O)([O-])[O-].[K+].[K+] (K2CO3), C(C)(C)(CC(C)(C)C)C1=CC=C(C=C1)O (4-(tert-octyl)phenol). Run in CN(C=O)C (dimethylformamide), O (water). The product is CC(CC(C)(C)C)(C)C1=CC=C(OC2=CC=C(C=C2)[N+](=O)[O-])C=C1 (4-[4-(1,1,3,3-Tetramethyl-butyl)-phenoxy]-nitrobenzene). Yield: 99.3%. As a reaction SMILES: F[C:2]1[CH:7]=[CH:6][C:5]([N+:8]([O-:10])=[O:9])=[CH:4][CH:3]=1.C([O-])([O-])=O.[K+].[K+].[C:17]([C:25]1[CH:30]=[CH:29][C:28]([OH:31])=[CH:27][CH:26]=1)([CH2:20][C:21]([CH3:24])([CH3:23])[CH3:22])([CH3:19])[CH3:18]>CN(C)C=O.O>[CH3:19][C:17]([C:25]1[CH:26]=[CH:27][C:28]([O:31][C:2]2[CH:7]=[CH:6][C:5]([N+:8]([O-:10])=[O:9])=[CH:4][CH:3]=2)=[CH:29][CH:30]=1)([CH3:18])[CH2:20][C:21]([CH3:22])([CH3:23])[CH3:24] |f:1.2.3|. Procedure: A solution of 1-fluoro-4-nitrobenzene (3.4 g, 0.024 mol), K2CO3 (6.6 g, 48 mmol) and 4-(tert-octyl)phenol (5.0 g, 0.024 mol) in dimethylformamide (50 mL) was heated at reflux for 24 hours. The mixture was allowed to cooled to room temperature, diluted with water (200 mL), and extracted with ethyl acetate (250 mL). The organic phase was washed with water (5×100 mL), dried (Na2SO4), and concentrated under reduced pressure to afford the desired product as a yellow solid (7.8 g, 100%): 1H NMR (DMSO-... Starting materials: [Si](C)(C)(C(C)(C)C)OCCCCC1CCC(=O)OCC1 (4-(4-t-butyldimethylsilyloxybutyl)-epsilon-caprolactone), CI (methyl iodide), C(C)(C)NC(C)C (diisopropylamine), solution, C(CCC)[Li] (n-butyllithium). The solvent is O1CCCC1 (tetrahydrofuran), O1CCCC1 (tetrahydrofuran), CCCCCC (hexane). Reaction conditions: time 15 minute. Yields the product CC1C(=O)OCCC(C1)CCCCO[Si](C)(C)C(C)(C)C (2-methyl-4-(4-t-butyldimethylsilyloxybutyl)-epsilon-caprolactone). As a reaction SMILES: [CH:1](NC(C)C)(C)C.C([Li])CCC.[Si:13]([O:20][CH2:21][CH2:22][CH2:23][CH2:24][CH:25]1[CH2:32][CH2:31][O:30][C:28](=[O:29])[CH2:27][CH2:26]1)([C:16]([CH3:19])([CH3:18])[CH3:17])([CH3:15])[CH3:14].CI>O1CCCC1.CCCCCC>[CH3:1][CH:27]1[CH2:26][CH:25]([CH2:24][CH2:23][CH2:22][CH2:21][O:20][Si:13]([C:16]([CH3:19])([CH3:18])[CH3:17])([CH3:15])[CH3:14])[CH2:32][CH2:31][O:30][C:28]1=[O:29]. Reported procedure: To a solution of 14.3 ml (0.1 mole) of diisopropylamine in 170 ml dry tetrahydrofuran is added dropwise 37 ml (93 mmol) of a 2.5M solution of n-butyllithium in hexane. The solution is stirred for 15 min and then a solution of 13.86 g (46.1 mmol) of 4-(4-t-butyldimethylsilyloxybutyl)-epsilon-caprolactone in 68 ml dry tetrahydrofuran is added slowly. The yellow solution is stirred at room temperature for 0.5 h and 19 ml (0.3 mole) methyl iodide is added rapidly. The exothermic reaction is controll...